This data is from the Open Reaction Database (ORD), a public repository of structured organic reaction records. The task is: describe an organic reaction: reactants, conditions, products, and yield Reactants: O (water), OCC=1N=CN(C1)C1=CC=C(C=C1)N1C(C=CC=C1)=O (1-(4-(4-(hydroxymethyl)-1H-imidazol-1-yl)phenyl)pyridin-2(1H)-one), O=S(Cl)Cl (SOCl2), [N-]=[N+]=[N-].[Na+] (NaN3). Solvent: CCOC(=O)C (EtOAc), CC#N (CH3CN). Reaction conditions: time 2 hour. Yields the product N(=[N+]=[N-])CC=1N=CN(C1)C1=CC=C(C=C1)N1C(C=CC=C1)=O (1-(4-(4-(azidomethyl)-1H-imidazol-1-yl)phenyl)pyridin-2(1H)-one). As a reaction SMILES: O[CH2:2][C:3]1[N:4]=[CH:5][N:6]([C:8]2[CH:13]=[CH:12][C:11]([N:14]3[CH:19]=[CH:18][CH:17]=[CH:16][C:15]3=[O:20])=[CH:10][CH:9]=2)[CH:7]=1.O=S(Cl)Cl.[N-:25]=[N+:26]=[N-:27].[Na+].O>CC#N.CCOC(C)=O>[N:25]([CH2:2][C:3]1[N:4]=[CH:5][N:6]([C:8]2[CH:13]=[CH:12][C:11]([N:14]3[CH:19]=[CH:18][CH:17]=[CH:16][C:15]3=[O:20])=[CH:10][CH:9]=2)[CH:7]=1)=[N+:26]=[N-:27] |f:2.3|. Reported procedure: To a suspension of 1-(4-(4-(hydroxymethyl)-1H-imidazol-1-yl)phenyl)pyridin-2(1H)-one prepared above (335 mg, 1.25 mmol) in CH3CN (20 mL), SOCl2 (5.0 mL) was added. After the mixture was stirred at room temperature for 2 h, it was concentrated in vacuo. The residue was then dissolved in DMF (20 mL). To the solution, NaN3 (244 mg, 3.75 mmol) was added. After the mixture was stirred at room temperature overnight, water and EtOAc were added. The organic layer was separated, washed with 5% aq. NaHCO3... Product: CSC1=C(C(=O)N2C(C=3C(C2=O)=CC=CC3)=O)C=C(C=C1)OC1=C(C=C(C=C1)C(F)(F)F)Cl (N-[2-methylthio-5-(2-chloro-4-trifluoromethylphenoxy)benzoyl]phthalimide). Conditions: time 8 hour. RXN SMILES: [C:1]1(=[O:11])[NH:5][C:4](=[O:6])[C:3]2=[CH:7][CH:8]=[CH:9][CH:10]=[C:2]12.[CH3:12][S:13][C:14]1[CH:22]=[CH:21][C:20]([O:23][C:24]2[CH:29]=[CH:28][C:27]([C:30]([F:33])([F:32])[F:31])=[CH:26][C:25]=2[Cl:34])=[CH:19][C:15]=1[C:16](Cl)=[O:17].O>CN(C)C=O>[CH3:12][S:13][C:14]1[CH:22]=[CH:21][C:20]([O:23][C:24]2[CH:29]=[CH:28][C:27]([C:30]([F:31])([F:32])[F:33])=[CH:26][C:25]=2[Cl:34])=[CH:19][C:15]=1[C:16]([N:5]1[C:1](=[O:11])[C:2]2=[CH:10][CH:9]=[CH:8][CH:7]=[C:3]2[C:4]1=[O:6])=[O:17]. Reactants: O (water), N-potassium, C1(C=2C(C(N1)=O)=CC=CC2)=O (phthalimide), CSC1=C(C(=O)Cl)C=C(C=C1)OC1=C(C=C(C=C1)C(F)(F)F)Cl (2-methylthio-5-(2-chloro-4-trifluoromethylphenoxy)benzoyl chloride). Reported procedure: The N-potassium salt of phthalimide (0.025 mole) dissolved in dimethylformamide (50 ml) and 2-methylthio-5-(2-chloro-4-trifluoromethylphenoxy)benzoyl chloride (0.025 mole) are charged into a glass reaction vessel equipped with a mechanical stirrer and thermometer. The reaction mixture is stirred at room temperature for a period of about 8 hours. After this time the mixture is poured into water (150 ml) and is extracted twice with toluene. The toluene extracts are combined and stripped of solvent... Run in CN(C=O)C (dimethylformamide). Reactants: compound 120.2, [H][H] (hydrogen), C(C)(C)(C)OC(=O)N1CCC(=CC1)B1OC(C(O1)(C)C)(C)C (4-(4,4,5,5-Tetramethyl[1,3,2]dioxaborolan-2-yl)-3,6-dihydro-2H-pyridine-1-carboxylic acid tert-butyl ester), IC=1C=C(N)C=CC1 (3-iodoaniline), FC1=C(CNC2=CC(=NC=C2C(=O)N)Cl)C=CC=C1 (4-(2-fluorobenzylamino)-6-chloronicotinamide). Procedure: The title compound was prepared using similar chemistry as previously described. 4-(4,4,5,5-Tetramethyl[1,3,2]dioxaborolan-2-yl)-3,6-dihydro-2H-pyridine-1-carboxylic acid tert-butyl ester was used instead of 3-aminophenylboronic acid and 3-iodoaniline was used instead of 2-bromopyrimidine. 120.1 was then reduced with hydrogen in the presence of Pd/C in EtOAc as seen in scheme BS2. The resulting compound 120.2 was coupled with 4-(2-fluorobenzylamino)-6-chloronicotinamide utilizing chemistry in sc... RXN SMILES: C(OC([N:8]1[CH2:13][CH:12]=[C:11](B2OC(C)(C)C(C)(C)O2)[CH2:10][CH2:9]1)=O)(C)(C)C.I[C:24]1[CH:25]=[C:26]([CH:28]=[CH:29][CH:30]=1)[NH2:27].[H][H].[F:33][C:34]1[CH:51]=[CH:50][CH:49]=[CH:48][C:35]=1[CH2:36][NH:37][C:38]1[C:43]([C:44]([NH2:46])=[O:45])=[CH:42][N:41]=[C:40](Cl)[CH:39]=1>CCOC(C)=O.[Pd]>[F:33][C:34]1[CH:51]=[CH:50][CH:49]=[CH:48][C:35]=1[CH2:36][NH:37][C:38]1[C:43]([C:44]([NH2:46])=[O:45])=[CH:42][N:41]=[C:40]([NH:27][C:26]2[CH:28]=[CH:29][CH:30]=[C:24]([CH:11]3[CH2:10][CH2:9][NH:8][CH2:13][CH2:12]3)[CH:25]=2)[CH:39]=1. The product is FC1=C(CNC2=CC(=NC=C2C(=O)N)NC2=CC(=CC=C2)C2CCNCC2)C=CC=C1 (4-(2-fluorobenzylamino)-6-(3-(piperidin-4-yl)phenylamino)nicotinamide), 120.3. The solvent is CCOC(=O)C (EtOAc). The reagents and catalysts are [Pd] (Pd/C). The reactants are CO (MeOH), IC1=C(N=C(N1)C)C(F)(F)F (5-iodo-2-methyl-4-(trifluoromethyl)-1H-imidazole), C(=O)([O-])[O-].[K+].[K+] (K2CO3), COCCOC (DME). The reagents and catalysts are C=1C=CC(=CC1)[P](C=2C=CC=CC2)(C=3C=CC=CC3)[Pd]([P](C=4C=CC=CC4)(C=5C=CC=CC5)C=6C=CC=CC6)([P](C=7C=CC=CC7)(C=8C=CC=CC8)C=9C=CC=CC9)[P](C=1C=CC=CC1)(C=1C=CC=CC1)C=1C=CC=CC1 (Pd(PPh3)4). Run in O (H2O). Reaction conditions: temperature 80 celsius, time 3 hour. Yields the product CC=1NC(=C(N1)C(F)(F)F)C=C (2-methyl-4-(trifluoromethyl)-5-vinyl-1H-imidazole). Yield: 72.0%. RXN SMILES: I[C:2]1[NH:6][C:5]([CH3:7])=[N:4][C:3]=1[C:8]([F:11])([F:10])[F:9].C([O-])([O-])=O.[K+].[K+].CO.CO[CH2:22][CH2:23]OC>O.C1C=CC([P]([Pd]([P](C2C=CC=CC=2)(C2C=CC=CC=2)C2C=CC=CC=2)([P](C2C=CC=CC=2)(C2C=CC=CC=2)C2C=CC=CC=2)[P](C2C=CC=CC=2)(C2C=CC=CC=2)C2C=CC=CC=2)(C2C=CC=CC=2)C2C=CC=CC=2)=CC=1>[CH3:7][C:5]1[NH:6][C:2]([CH:22]=[CH2:23])=[C:3]([C:8]([F:11])([F:10])[F:9])[N:4]=1 |f:1.2.3,^1:30,32,51,70|. Procedure details: To a solution of 5-iodo-2-methyl-4-(trifluoromethyl)-1H-imidazole (1.98 g, 7.2 mmol) in DME (20 mL) and H2O (4 mL) was added K2CO3 (10 g, 71.9 mmol), trivinylboronic anhydride pyridine complex (1.73 g, 7.19 mmol) and Pd(PPh3)4 (830 mg, 0.719 mmol). The resulting reaction mixture was stirred at 80° C. for 3 h. MeOH (100 mL) was then added to the reaction mixture and the mixture was filtered, concentrated in vacuo, and purified by flash chromatography (SiO2, 10% MeOH/CH2Cl2) to obtain 2-methyl-4-(... Reactants: N1=CC=CC=C1 (pyridine), C(C)(=O)Cl (acetyl chloride), CN(C=O)C (dimethylformamide), CC[C@@H]([C@H](C)C1=C(C(=O)[C@@H]([C@@H](O1)C)C)C)O (stegobiol). Run at temperature 25 celsius, time 10 hour. Product: CC1OC(=C(C(C1C)=O)C)C(C)(OC(C)=O)C (2,3-dihydro-2,3,5-trimethyl-6-(1-methyl-1-acetoxyethyl)-4H-pyran-4-on). Isolated yield 90.0%. As a reaction SMILES: N1C=CC=CC=1.[C:7](Cl)(=[O:9])[CH3:8].CC[C@H:13](O)[C@@H:14]([C:16]1[O:22][C@@H:21]([CH3:23])[C@@H:20]([CH3:24])[C:18](=[O:19])[C:17]=1[CH3:25])[CH3:15].CN(C)C=[O:30]>>[CH3:23][CH:21]1[CH:20]([CH3:24])[C:18](=[O:19])[C:17]([CH3:25])=[C:16]([C:14]([CH3:13])([O:30][C:7](=[O:9])[CH3:8])[CH3:15])[O:22]1. Reported procedure: After adding 7.9 g (0.1 moles) of pyridine and 7.8 g (0.1 moles) of acetyl chloride to 100 ml of dehydrated dimethylformamide and cooling the mixture with ice, 11.3 g (0.05 moles) of stegobiol were dripped and agitated at 20° at 25° C. for 10 hours to provide 12.1 g of 2,3-dihydro-2,3,5-trimethyl-6-(1-methyl-1-acetoxyethyl)-4H-pyran-4-on. The yield was 90%. The reactants are CO (methanol), C(C)(C)N(CC)C(C)C (diisopropylethylamine), C1=CC=CC=2C3=CC=CC=C3C(C12)COC(=O)N[C@@H](CC=1C=C(C=CC1)C(CCC(=O)O)=C)C(N1CCCCC1)=O ((S)-4-(3-(2-((((9H-fluoren-9-yl)methoxy)carbonyl)amino)-3-oxo-3-(piperidin-1-yl)propyl)phenyl)pent-4-enoic acid), C1=CC=C(C=C1)C(C2=CC=CC=C2)(C3=CC=CC=C3Cl)Cl (2-Chlorotrityl chloride resin). The solvent is ClCCl (dichloromethane), ClCCl (dichloromethane). Conditions: time 5 minute. The product is C1=CC=CC=2C3=CC=CC=C3C(C12)COC(=O)N[C@@H](CC=1C=C(C=CC1)C(CCC(=O)O)=C)C(N1CCCCC1)=O.C1=CC=C(C=C1)C(C2=CC=CC=C2)(C3=CC=CC=C3Cl)Cl ((S)-4-(3-(2-((((9H-fluoren-9-yl)methoxy) carbonyl)amino)-3-oxo-3-(piperidin-1-yl)propyl)phenyl)pent-4-enoic acid 2-chlorotrityl resin). RXN SMILES: [CH:1]1[CH:6]=[CH:5][C:4]([C:7]([Cl:21])([C:14]2[C:19]([Cl:20])=[CH:18][CH:17]=[CH:16][CH:15]=2)[C:8]2[CH:13]=[CH:12][CH:11]=[CH:10][CH:9]=2)=[CH:3][CH:2]=1.CO.C(N(C(C)C)CC)(C)C.[CH:33]1[C:45]2[CH:44]([CH2:46][O:47][C:48]([NH:50][C@H:51]([C:66](=[O:73])[N:67]3[CH2:72][CH2:71][CH2:70][CH2:69][CH2:68]3)[CH2:52][C:53]3[CH:54]=[C:55]([C:59](=[CH2:65])[CH2:60][CH2:61][C:62]([OH:64])=[O:63])[CH:56]=[CH:57][CH:58]=3)=[O:49])[C:43]3[C:38](=[CH:39][CH:40]=[CH:41][CH:42]=3)[C:37]=2[CH:36]=[CH:35][CH:34]=1>ClCCl>[CH:42]1[C:43]2[CH:44]([CH2:46][O:47][C:48]([NH:50][C@H:51]([C:66](=[O:73])[N:67]3[CH2:72][CH2:71][CH2:70][CH2:69][CH2:68]3)[CH2:52][C:53]3[CH:54]=[C:55]([C:59](=[CH2:65])[CH2:60][CH2:61][C:62]([OH:64])=[O:63])[CH:56]=[CH:57][CH:58]=3)=[O:49])[C:45]3[C:37](=[CH:36][CH:35]=[CH:34][CH:33]=3)[C:38]=2[CH:39]=[CH:40][CH:41]=1.[CH:11]1[CH:10]=[CH:9][C:8]([C:7]([Cl:21])([C:14]2[C:19]([Cl:20])=[CH:18][CH:17]=[CH:16][CH:15]=2)[C:4]2[CH:5]=[CH:6][CH:1]=[CH:2][CH:3]=2)=[CH:13][CH:12]=1 |f:5.6|. Reported procedure: 2-Chlorotrityl chloride resin (1.07 mmol/g, 100-200 mesh, 1% DVB, manufactured by Chem-Impex, 2.50 g, 2.68 mmol) and dichloromethane (18 ml) were mixed, followed by shaking at room temperature for 5 minutes. Dichloromethane was removed, after which methanol (0.43 ml, 10.7 mmol) and diisopropylethylamine (1.1 ml, 6.32 mmol) were added to a solution of (S)-4-(3-(2-((((9H-fluoren-9-yl)methoxy)carbonyl)amino)-3-oxo-3-(piperidin-1-yl)propyl)phenyl)pent-4-enoic acid (Compound SP421) (0.74 g, 1.34 mmol... Reaction SMILES: C[O:2][C:3](=O)[C@@H:4]1[CH2:8][CH2:7][CH2:6][N:5]1[C:9](=[O:18])[CH2:10][CH2:11][C:12]1[CH:17]=[CH:16][CH:15]=[CH:14][CH:13]=1.COC(=O)[C@@H]1CCCN1C(=O)CC1C=CC=CC=1>>[C:12]1([CH2:11][CH2:10][C:9]([N:5]2[CH2:6][CH2:7][CH2:8][C@H:4]2[CH2:3][OH:2])=[O:18])[CH:13]=[CH:14][CH:15]=[CH:16][CH:17]=1. The reactants are COC([C@H]1N(CCC1)C(CCC1=CC=CC=C1)=O)=O (N-(3-phenylpropionyl)-proline methyl ester), N-(5-phenyl-n-valeryl)-proline methyl ester, COC([C@H]1N(CCC1)C(CC1=CC=CC=C1)=O)=O (N-phenylacetyl-proline methyl ester), N-(4-phenyl-n-butyryl)-proline methyl ester. Procedure details: Instead of N-(3-phenylpropionyl)-proline methyl ester, (a) N-phenylacetyl-proline methyl ester (Compound No. 2), (b) N-(4-phenyl-n-butyryl)-proline methyl ester (Compound No. 6) and (c) N-(5-phenyl-n-valeryl)-proline methyl ester were used as starting compounds and treated by the procedures described above to obtain the following end compounds as oil: ##STR11## Product: C1(=CC=CC=C1)CCC(=O)N1[C@H](CO)CCC1 (N-(3-phenylpropionyl)-prolinol).